This data is from the Open Reaction Database (ORD), a public repository of structured organic reaction records. The task is: describe an organic reaction: reactants, conditions, products, and yield Reactants: 1l, N1C(CCCCC1)=O (azacycloheptane-2-one), C(CCCCCCCCCCC)Br (dodecyl bromide), [OH-].[Na+] (sodium hydroxide). Reagents/catalysts: [Br-].C(CCC)[N+](CCCC)(CCCC)CCCC (tetrabutylammonium bromide). Solvent: C1(=CC=CC=C1)C (toluene). Run at temperature 50 celsius, time 10 hour. Yields the product C(CCCCCCCCCCC)N1C(CCCCC1)=O (1-dodecylazacycloheptane-2-one), C(CCCCCCCCCCC)OCCCCCCCCCCCC (dodecyl ether). The yield is 0.8%. RXN SMILES: [NH:1]1[CH2:7][CH2:6][CH2:5][CH2:4][CH2:3][C:2]1=[O:8].[CH2:9](Br)[CH2:10][CH2:11][CH2:12][CH2:13][CH2:14][CH2:15][CH2:16][CH2:17][CH2:18][CH2:19][CH3:20].[OH-].[Na+]>[Br-].C([N+](CCCC)(CCCC)CCCC)CCC.C1(C)C=CC=CC=1>[CH2:20]([N:1]1[CH2:7][CH2:6][CH2:5][CH2:4][CH2:3][C:2]1=[O:8])[CH2:19][CH2:18][CH2:17][CH2:16][CH2:15][CH2:14][CH2:13][CH2:12][CH2:11][CH2:10][CH3:9].[CH2:2]([O:8][CH2:9][CH2:10][CH2:11][CH2:12][CH2:13][CH2:14][CH2:15][CH2:16][CH2:17][CH2:18][CH2:19][CH3:20])[CH2:3][CH2:4][CH2:5][CH2:6][CH2:7][CH2:2][CH2:3][CH2:4][CH2:5][CH2:6][CH3:7] |f:2.3,4.5|. Procedure: A 1l reactor was charged with 57 g (0.5 mole) of azacycloheptane-2-one, 125 g (0.5 mole) of dodecyl bromide, 182 g of toluene, 3.2 g (2 mole %) of crystalline tetrabutylammonium bromide (TBAB) and 60 g (1.5 moles) of flaky sodium hydroxide. This heterogeneous mixture was stirred at 50° C. for 10 hours. The same aftertreatment as in Example 1 was repeated, giving 133.5 g of 1-dodecylazacycloheptane-2-one (yield of 95.0%) and 0.7 g of dodecyl ether (yield of 0.8%) Reactants: C(C1=CC=CC=C1)OC1=CC=C(C[C@H](CCC#N)NC(CCCCCCC2=CC=CC=C2)=O)C=C1 ((S)-7-Phenyl-heptanoic acid [1-(4-benzyloxy-benzyl)-3-cyano-propyl]-amide), [N-]=[N+]=[N-].[Na+] (NaN3), N(CC)CC.Cl (Et2NH.HCl). The solvent is C1(=CC=CC=C1)C (toluene). Product: C(C1=CC=CC=C1)OC1=CC=C(C[C@H](CCC2=NN=NN2)NC(CCCCCCC2=CC=CC=C2)=O)C=C1 ((S)-7-Phenyl-heptanoic acid [1-(4-benzyloxy-benzyl)-3-(1H-tetrazol-5-yl)-propyl]-amide). Yield: 219.9%. As a reaction SMILES: [CH2:1]([O:8][C:9]1[CH:35]=[CH:34][C:12]([CH2:13][C@@H:14]([NH:19][C:20](=[O:33])[CH2:21][CH2:22][CH2:23][CH2:24][CH2:25][CH2:26][C:27]2[CH:32]=[CH:31][CH:30]=[CH:29][CH:28]=2)[CH2:15][CH2:16][C:17]#[N:18])=[CH:11][CH:10]=1)[C:2]1[CH:7]=[CH:6][CH:5]=[CH:4][CH:3]=1.[N-:36]=[N+:37]=[N-:38].[Na+].N(CC)CC.Cl>C1(C)C=CC=CC=1>[CH2:1]([O:8][C:9]1[CH:35]=[CH:34][C:12]([CH2:13][C@@H:14]([NH:19][C:20](=[O:33])[CH2:21][CH2:22][CH2:23][CH2:24][CH2:25][CH2:26][C:27]2[CH:32]=[CH:31][CH:30]=[CH:29][CH:28]=2)[CH2:15][CH2:16][C:17]2[NH:38][N:37]=[N:36][N:18]=2)=[CH:11][CH:10]=1)[C:2]1[CH:3]=[CH:4][CH:5]=[CH:6][CH:7]=1 |f:1.2,3.4|. Procedure: A mixture of (65) (74 mg, 0.16 mmol), NaN3 (103 mg, 1.58 mmol) and Et2NH.HCl (173 mg, 1.58 mmol) in toluene (1.5 mL) was heated at reflux for 48 h. The organic phase was decanted, and the remaining gum washed several times with CH2Cl2. The washings were filtered (Celite™), and the organic phases combined. Evaporation of the solvent under reduced pressure afforded a brown gum (180 mg) which was chromatographed on a C-18 reverse phase column to provide (66) (29 mg, 36%). 1H NMR (500 MHz, d4-MeOH) ... Starting materials: solution, [F-].C(CCC)[N+](CCCC)(CCCC)CCCC (tetrabutylammonium fluoride), C(C)(C)[Si](OC=1C=C2C=CC(=CC2=CC1)C#CC1=CC=C(C=C1)CCCO)(C(C)C)C(C)C (3-[4-(6-triisopropylsilanyloxynaphthalen-2-ylethynyl)-phenyl]propan-1-ol). Solvent: C1CCOC1 (THF), C1CCOC1 (THF). Run at time 30 minute. Yields the product OCCCC1=CC=C(C=C1)C#CC=1C=C2C=CC(=CC2=CC1)O (6-[4-(3-hydroxypropyl)phenylethynyl]naphthalen-2-ol). Reaction SMILES: C([Si](C(C)C)(C(C)C)[O:5][C:6]1[CH:7]=[C:8]2[C:13](=[CH:14][CH:15]=1)[CH:12]=[C:11]([C:16]#[C:17][C:18]1[CH:23]=[CH:22][C:21]([CH2:24][CH2:25][CH2:26][OH:27])=[CH:20][CH:19]=1)[CH:10]=[CH:9]2)(C)C.[F-].C([N+](CCCC)(CCCC)CCCC)CCC>C1COCC1>[OH:27][CH2:26][CH2:25][CH2:24][C:21]1[CH:20]=[CH:19][C:18]([C:17]#[C:16][C:11]2[CH:12]=[C:13]3[C:8](=[CH:9][CH:10]=2)[CH:7]=[C:6]([OH:5])[CH:15]=[CH:14]3)=[CH:23][CH:22]=1 |f:1.2|. Reported procedure: 8.0 g (17.4 mmol) of 3-[4-(6-triisopropylsilanyloxynaphthalen-2-ylethynyl)-phenyl]propan-1-ol are dissolved in 100 ml of THF, and 22 ml (22 mmol) of a 1 M solution of tetrabutylammonium fluoride in THF are added with ice-cooling. After 30 min, the cooling is removed, and the batch is left to stir for 1 h at room temp. The batch is added to water, acidified using dil. hydrochloric acid and extracted three times with ethyl acetate. The combined org. phases are dried over sodium sulfate, the solven... The reactants are ClC=1C=C(C=CC1)/C=C/C(=O)N1CCNC(CC1)=O (1-[(E)-3-(3-chloro-phenyl)-acryloyl]-[1,4]diazepan-5-one), [H-].[Na+] (NaH), C(=O)(O)[O-].[Na+] (NaHCO3), BrCC(OCC)OCC (2-bromo-1,1-diethoxy-ethane). Solvent: CC(=O)N(C)C (DMA). Run at temperature 75 celsius. The product is ClC=1C=C(C=CC1)/C=C/C(=O)N1CCN(C(CC1)=O)CC(OCC)OCC (1-[(E)-3-(3-Chloro-phenyl)-acryloyl]-4-(2,2-diethoxy-ethyl)-[1,4]diazepan-5-one). Isolated yield 26.3%. RXN SMILES: [Cl:1][C:2]1[CH:3]=[C:4](/[CH:8]=[CH:9]/[C:10]([N:12]2[CH2:18][CH2:17][C:16](=[O:19])[NH:15][CH2:14][CH2:13]2)=[O:11])[CH:5]=[CH:6][CH:7]=1.[H-].[Na+].Br[CH2:23][CH:24]([O:28][CH2:29][CH3:30])[O:25][CH2:26][CH3:27].C([O-])(O)=O.[Na+]>CC(N(C)C)=O>[Cl:1][C:2]1[CH:3]=[C:4](/[CH:8]=[CH:9]/[C:10]([N:12]2[CH2:18][CH2:17][C:16](=[O:19])[N:15]([CH2:23][CH:24]([O:28][CH2:29][CH3:30])[O:25][CH2:26][CH3:27])[CH2:14][CH2:13]2)=[O:11])[CH:5]=[CH:6][CH:7]=1 |f:1.2,4.5|. Procedure details: A solution of 5.02 g (18.00 mmol) of 1-[(E)-3-(3-chloro-phenyl)-acryloyl]-[1,4]diazepan-5-one in 140 ml of DMA was treated at RT with 0.86 g (19.80 mmol) of NaH (55% in oil) in four portions. After 1 h 3.72 ml (21.60 mmol) of 2-bromo-1,1-diethoxy-ethane were added over 30 min. The reaction was stirred over night and heated for 1 h at 75° C. The reaction was cooled and neutralized with cold aqueous saturated NaHCO3 and extracted with Et2O (3×). The organic phases were washed with aqueous saturate... The reactants are CC1(COC(OC1)C(C)[C@H]1CC[C@H]2[C@@H]3[C@@H](C=C4C[C@H]([C@H]5[C@@H]([C@]4(C)[C@H]3CC[C@]12C)O5)O)OC(NC)=O)C (20-(5,5-dimethyl-1,3-dioxan-2-yl)-1α,2α-epoxy-7α-(N-methylcarbamoyloxy)pregn-5-en-3β-ol), CC1(COC(OC1)C(C)[C@H]1CC[C@H]2[C@@H]3[C@@H](C=C4C[C@H]([C@H]5[C@@H]([C@]4(C)[C@H]3CC[C@]12C)O5)O)O)C (20-(5,5-dimethyl-1,3-dioxan-2-yl)-1α,2α-epoxypregn-5-ene-3β,7α-diol). The product is O1[C@H]2[C@@H]1[C@@H](CC1=C[C@H]([C@H]3[C@@H]4CC[C@H](C(C)C=O)[C@]4(CC[C@@H]3[C@@]21C)C)OC(NC)=O)O (1α,2α-epoxy-3β-hydroxy-7α-(N-methylcarbamoyloxy)pregn-5-ene-20-carbaldehyde). Isolated yield 62.3%. As a reaction SMILES: CC1(C)CO[CH:5]([CH:8]([C@@H:10]2[C@:27]3([CH3:28])[C@H:13]([C@H:14]4[C@H:24]([CH2:25][CH2:26]3)[C@:22]3([CH3:23])[C:17]([CH2:18][C@@H:19]([OH:30])[C@@H:20]5[O:29][C@@H:21]53)=[CH:16][C@H:15]4[O:31][C:32](=[O:35])[NH:33][CH3:34])[CH2:12][CH2:11]2)[CH3:9])[O:4]C1.CC1(C)COC(C([C@@H]2[C@]3(C)[C@H]([C@H]4[C@H](CC3)[C@]3(C)C(C[C@@H](O)[C@@H]5O[C@@H]53)=C[C@H]4O)CC2)C)OC1>>[O:29]1[C@H:20]2[C@H:19]([OH:30])[CH2:18][C:17]3[C@:22]([CH3:23])([C@@H:21]12)[C@@H:24]1[C@H:14]([C@H:13]2[C@:27]([CH3:28])([CH2:26][CH2:25]1)[C@@H:10]([CH:8]([CH:5]=[O:4])[CH3:9])[CH2:11][CH2:12]2)[C@H:15]([O:31][C:32](=[O:35])[NH:33][CH3:34])[CH:16]=3. Procedure: The procedure of Example 36 was repeated except that 2.5 mg (0.005 mmole) of 20-(5,5-dimethyl-1,3-dioxan-2-yl)-1α,2α-epoxy-7α-(N-methylcarbamoyloxy)pregn-5-en-3β-ol was used in lieu of 2.2 mg of 20-(5,5-dimethyl-1,3-dioxan-2-yl)-1α,2α-epoxypregn-5-ene-3β,7α-diol to give 1.3 mg of 1α,2α-epoxy-3β-hydroxy-7α-(N-methylcarbamoyloxy)pregn-5-ene-20-carbaldehyde (yield: 62%).